Dataset: the Open Reaction Database (ORD), a public repository of structured organic reaction records. Task: describe an organic reaction: reactants, conditions, products, and yield Starting materials: C1(=CC=CC=C1)OC (anisole), FC(C(=O)O)(F)F (trifluoroacetic acid), CON=C(C(=O)NC1[C@@H]2N(C(=C(CS2)CSC2=NN=NN2CC#C)C(=O)OC(C2=CC=CC=C2)C2=CC=CC=C2)C1=O)C=1N=C(SC1)NC=O (benzhydryl 7-[2-methoxyimino-2-(2-formamidothiazol-4-yl)acetamido]-3-[1-(2-propynyl)-1H-tetrazol-5-yl]thiomethyl-3-cephem-4-carboxylate). Solvent: C(Cl)Cl (methylene chloride). The product is CON=C(C(=O)NC1[C@@H]2N(C(=C(CS2)CSC2=NN=NN2CC#C)C(=O)O)C1=O)C=1N=C(SC1)NC=O (7-[2-methoxyimino-2-(2-formamidothiazol- 4-yl)acetamido]-3-[1-(2-propynyl)-1H-tetrazol-5-yl]thiomethyl-3-cephem-4-carboxylic acid). Yield: 68.4%. Reaction SMILES: [CH3:1][O:2][N:3]=[C:4]([C:43]1[N:44]=[C:45]([NH:48][CH:49]=[O:50])[S:46][CH:47]=1)[C:5]([NH:7][CH:8]1[C:41](=[O:42])[N:10]2[C:11]([C:25]([O:27]C(C3C=CC=CC=3)C3C=CC=CC=3)=[O:26])=[C:12]([CH2:15][S:16][C:17]3[N:21]([CH2:22][C:23]#[CH:24])[N:20]=[N:19][N:18]=3)[CH2:13][S:14][C@H:9]12)=[O:6].C1(OC)C=CC=CC=1.FC(F)(F)C(O)=O>C(Cl)Cl>[CH3:1][O:2][N:3]=[C:4]([C:43]1[N:44]=[C:45]([NH:48][CH:49]=[O:50])[S:46][CH:47]=1)[C:5]([NH:7][CH:8]1[C:41](=[O:42])[N:10]2[C:11]([C:25]([OH:27])=[O:26])=[C:12]([CH2:15][S:16][C:17]3[N:21]([CH2:22][C:23]#[CH:24])[N:20]=[N:19][N:18]=3)[CH2:13][S:14][C@H:9]12)=[O:6]. Reported procedure: To a mixture of benzhydryl 7-[2-methoxyimino-2-(2-formamidothiazol-4-yl)acetamido]-3-[1-(2-propynyl)-1H-tetrazol-5-yl]thiomethyl-3-cephem-4-carboxylate (syn isomer) (2.8 g) in methylene chloride (24 ml) were added anisole (2.8 g) and trifluoroacetic acid (7.5 g) with stirring under ice-cooling and then the resulting mixture was stirred for one hour and 15 minutes at room temperature. After the evaporation of the reaction mixture, to the residue were added water and ethyl acetate. The mixture was... Starting materials: BrC1=C2C=C(C(C2=CC=C1)[Si](C)(C)C1C(=CC2=C(C=CC=C12)Br)C)C (Bis(4-bromo-2-methyl-1H-inden-1-yl) (dimethyl)silane), C(C)(C)(C)C1=CC=C(C=C1)[Mg]Br (4-(tert-butyl) phenylmagnesium bromide), white solid. Reagents/catalysts: CC(C)([P](C(C)(C)C)([Pd][P](C(C)(C)C)(C(C)(C)C)C(C)(C)C)C(C)(C)C)C (Pd(PtBu3)2), [Cl-].[Cl-].[Zn+2] (ZnCl2). Run in C1CCOC1 (THF), C1CCOC1 (THF), C1CCOC1 (THF), C1CCOC1 (THF). Reaction conditions: time 1 hour. Product: C(C)(C)(C)C1=CC=C(C=C1)C1=C2C=C(C(C2=CC=C1)[Si](C)(C)C1C(=CC2=C(C=CC=C12)C1=CC=C(C=C1)C(C)(C)C)C)C (bis[4-(4-tert-butylphenyl)-2-methyl-1H-inden-1-yl](dimethyl)silane). RXN SMILES: [C:1]([C:5]1[CH:10]=[CH:9][C:8]([Mg]Br)=[CH:7][CH:6]=1)([CH3:4])([CH3:3])[CH3:2].Br[C:14]1[CH:22]=[CH:21][CH:20]=[C:19]2[C:15]=1[CH:16]=[C:17]([CH3:37])[CH:18]2[Si:23]([CH:26]1[C:34]2[C:29](=[C:30](Br)[CH:31]=[CH:32][CH:33]=2)[CH:28]=[C:27]1[CH3:36])([CH3:25])[CH3:24]>C1COCC1.[Cl-].[Cl-].[Zn+2].CC(C)([P](C(C)(C)C)([Pd][P](C(C)(C)C)(C(C)(C)C)C(C)(C)C)C(C)(C)C)C>[C:1]([C:5]1[CH:10]=[CH:9][C:8]([C:14]2[CH:22]=[CH:21][CH:20]=[C:19]3[C:15]=2[CH:16]=[C:17]([CH3:37])[CH:18]3[Si:23]([CH:26]2[C:34]3[C:29](=[C:30]([C:8]4[CH:9]=[CH:10][C:5]([C:1]([CH3:4])([CH3:3])[CH3:2])=[CH:6][CH:7]=4)[CH:31]=[CH:32][CH:33]=3)[CH:28]=[C:27]2[CH3:36])([CH3:25])[CH3:24])=[CH:7][CH:6]=1)([CH3:4])([CH3:3])[CH3:2] |f:3.4.5,^1:48,54|. Reported procedure: In an argon atmosphere, to a solution of 15 mL of THF with 29.0 ml of 0.5 M ZnCl2 (14.5 mmol) in THF, 13.0 ml of 1.0 M 4-(tert-butyl) phenylmagnesium bromide (13.0 mmol) in THF was added at ambient temperature. This mixture was stirred for 1 hour, and, then, 10.0 ml of 0.02 M Pd(PtBu3)2 (0.20 mmol, 4 mol. %) in THF and 2.37 g (5.0 mmol) of 1 were added. The resulting mixture was stirred for 5 hours at reflux. The product was isolated by flash chromatography on Silica Gel 60 (40-63 μm, d 30 mm, l...